This data is from the Open Reaction Database (ORD), a public repository of structured organic reaction records. The task is: describe an organic reaction: reactants, conditions, products, and yield Starting materials: C(=O)(O)[O-].[Na+] (NaHCO3), Cl.N12CC(C(CC1)CC2)=O (3-Quinuclidinone hydrochloride), O(C1=CC=CC=C1)C1=CC=C(N)C=C1 (4-phenoxyaniline), [O-]S(=O)(=O)[O-].[Na+].[Na+] (Na2SO4), [BH-](OC(=O)C)(OC(=O)C)OC(=O)C.[Na+] (NaBH(OAc)3). Run in C(C)(=O)O (acetic acid). Conditions: time 20 minute. The product is O(C1=CC=CC=C1)C1=CC=C(C=C1)NC1CN2CCC1CC2 (N-(4-phenoxyphenyl)quinuclidin-3-amine). As a reaction SMILES: Cl.[N:2]12[CH2:9][CH2:8][CH:5]([CH2:6][CH2:7]1)[C:4](=O)[CH2:3]2.[O:11]([C:18]1[CH:24]=[CH:23][C:21]([NH2:22])=[CH:20][CH:19]=1)[C:12]1[CH:17]=[CH:16][CH:15]=[CH:14][CH:13]=1.[O-]S([O-])(=O)=O.[Na+].[Na+].[BH-](OC(C)=O)(OC(C)=O)OC(C)=O.[Na+].C([O-])(O)=O.[Na+]>C(O)(=O)C>[O:11]([C:18]1[CH:19]=[CH:20][C:21]([NH:22][CH:4]2[CH:5]3[CH2:8][CH2:9][N:2]([CH2:7][CH2:6]3)[CH2:3]2)=[CH:23][CH:24]=1)[C:12]1[CH:17]=[CH:16][CH:15]=[CH:14][CH:13]=1 |f:0.1,3.4.5,6.7,8.9|. Reported procedure: 3-Quinuclidinone hydrochloride (Aldrich, 1.61 g, 10 mmol) in acetic acid (25 mL) was treated with 4-phenoxyaniline (Aldrich, 0.93 g, 5.0 mmol), Na2SO4 (anhydrous, Aldrich, 7.40 g, 50 mmol) and NaBH(OAc)3 (Aldrich, 3.16 g, 15 mmol) at ambient temperature for 15 hours. The reaction mixture was slowly poured into a flask containing 75 mL of saturated NaHCO3, stirred for 20 minutes, and extracted with ethyl acetate (3×100 mL). The extracts were combined and washed with brine (2×20 mL). The organic p... The reactants are [BH4-].[Na+] (sodium borohydride), C([C@H](O)[C@@H](O)C(=O)O)(=O)O (L-(+)-tartaric acid), C1(=CC=CC=C1)C(C(=O)O)=O (phenylglyoxylic acid), Cl (HCl). The solvent is C1CCOC1 (THF), C1CCOC1 (THF). Conditions: temperature 70 celsius, time 67 hour. Product: O[C@@H](C(=O)OC)C1=CC=CC=C1 (methyl (R)-(-)-2-hydroxy-2-phenylacetate). The yield is 93.9%. As a reaction SMILES: [BH4-].[Na+].[C:3](O)(=O)[C@@H]([C@H](C(O)=O)O)O.[C:13]1([C:19](=[O:23])[C:20]([OH:22])=[O:21])[CH:18]=[CH:17][CH:16]=[CH:15][CH:14]=1.Cl>C1COCC1>[OH:23][C@H:19]([C:13]1[CH:18]=[CH:17][CH:16]=[CH:15][CH:14]=1)[C:20]([O:22][CH3:3])=[O:21] |f:0.1|. Procedure: To a dispersion of 1.0 g (26.3 mmol) of sodium borohydride in THF (80 ml), there was added 3.95 g (26.3 mmol) of L-(+)-tartaric acid, and the mixture was heated under reflux for four hours in an oil bath at 70° C. with stirring. The resulting mixture was cooled in a cryostat at -20° C., a solution of 1.0 g (6.6 mmol) of phenylglyoxylic acid in THF (5 ml) was added dropwise with stirring over a period of ten minutes, and stirring was continued for 67 hours. The reaction mixture was cooled in an i... Reactants: Cl.CC1=NOC=C1N (3-Methyl-4-isoxazolamine hydrochloride), ON1N=NC2=C1N=CC=C2 (1-hydroxy-7-azabenzotriazole), C(C)(C)N(CC)C(C)C (diisopropylethylamine), C(CCl)Cl (EDC), FC1=CC=C(C=C1)COC1=C(C(=O)O)C=C(C=C1)C(=O)N1CCOCC1 (2-{[(4-fluorophenyl)methyl]oxy}-5-(4-morpholinylcarbonyl)benzoic acid). Solvent: CN(C=O)C (N,N-dimethylformamide). Conditions: time 18 hour. Yields the product FC1=CC=C(C=C1)COC1=C(C(=O)NC=2C(=NOC2)C)C=C(C=C1)C(=O)N1CCOCC1 (2-{[(4-Fluorophenyl)methyl]oxy}-N-(3-methyl-4-isoxazolyl)-5-(4-morpholinylcarbonyl)benzamide). Reaction SMILES: Cl.[CH3:2][C:3]1[C:7]([NH2:8])=[CH:6][O:5][N:4]=1.ON1C2N=CC=CC=2N=N1.C(N(C(C)C)CC)(C)C.C(Cl)CCl.[F:32][C:33]1[CH:38]=[CH:37][C:36]([CH2:39][O:40][C:41]2[CH:49]=[CH:48][C:47]([C:50]([N:52]3[CH2:57][CH2:56][O:55][CH2:54][CH2:53]3)=[O:51])=[CH:46][C:42]=2[C:43](O)=[O:44])=[CH:35][CH:34]=1>CN(C)C=O>[F:32][C:33]1[CH:38]=[CH:37][C:36]([CH2:39][O:40][C:41]2[CH:49]=[CH:48][C:47]([C:50]([N:52]3[CH2:57][CH2:56][O:55][CH2:54][CH2:53]3)=[O:51])=[CH:46][C:42]=2[C:43]([NH:8][C:7]2[C:3]([CH3:2])=[N:4][O:5][CH:6]=2)=[O:44])=[CH:35][CH:34]=1 |f:0.1|. Procedure: 3-Methyl-4-isoxazolamine hydrochloride (44.9 mg, 0.33 mmol), 1-hydroxy-7-azabenzotriazole (41.7 mg, 0.31 mmol), diisopropylethylamine (0.10 ml, 0.56 mmol) and EDC (80 mg, 0.42 mmol) were added to a solution of 2-{[(4-fluorophenyl)methyl]oxy}-5-(4-morpholinylcarbonyl)benzoic acid (100 mg, 0.28 mmol) in N,N-dimethylformamide (5 ml). The solution was stirred for 18 hours before the solvent was removed in vacuo. The residue purified by column chromatography (silica gel; 10% 7M NH3 in methanol/dichlo... Yields the product C(C)(=O)C=1N=CC2=CC=CC=C2C1 (3-acetyl-isoquinoline). Reported procedure: Isoquinoline-3-carbonitrile (1.76 g, 11.4 mmole) is dissolved in 10 ml tetrahydrofuran in an oven dried 100 ml two neck round bottom flask under nitrogen. The solution is cooled to 0° C., is diluted with 5 ml diethyl ether, and is treated with methyl magnesium bromide in ether (5.7 ml, 17.1 mmole). The reaction is warmed to reflux for one hour, is cooled to 0° C., and is quenched with 15 ml 6 M hydrochloric acid. The reaction mixture is warmed to 50° C. for one hour, is cooled, and is poured int... RXN SMILES: [CH:1]1[C:10]2[C:5](=[CH:6][CH:7]=[CH:8][CH:9]=2)[CH:4]=C(C#N)[N:2]=1.[CH3:13][Mg]Br.CC[O:18][CH2:19][CH3:20]>O1CCCC1>[C:19]([C:20]1[N:2]=[CH:1][C:10]2[C:5]([CH:4]=1)=[CH:6][CH:7]=[CH:8][CH:9]=2)(=[O:18])[CH3:13]. Yield: 87.0%. Reactants: C[Mg]Br (methyl magnesium bromide), CCOCC (ether), C1=NC(=CC2=CC=CC=C12)C#N (Isoquinoline-3-carbonitrile). Solvent: O1CCCC1 (tetrahydrofuran). Reaction conditions: temperature 0 celsius. Reaction SMILES: [C:7]([CH3:8])([CH3:9])([CH3:10])[CH2:11][C:12]12[CH2:13][CH2:14][C:15](=[O:35])[CH:16]=[C:17]1[CH2:18][CH2:19][CH:20]1[CH:21]3[CH2:22][CH2:23][C:24](=[O:34])[C:25]3([CH2:26][O:27][SiH:28]([CH3:29])[CH3:30])[CH2:31][CH2:32][CH:33]21.[CH3:1][C:2]([CH3:3])([O-:4])[CH3:5].[CH3:38][S:39]([CH3:40])=[O:41].[Cl-:36].[K+:6].[NH4+:37]>>[C:7]([CH3:8])([CH3:9])([CH3:10])[CH2:11][C:12]12[CH2:13][CH2:14][C:15](=[O:35])[CH2:16][C:17]1=[CH:18][CH2:19][CH:20]1[CH:21]3[CH2:22][CH2:23][C:24](=[O:34])[C:25]3([CH2:26][O:27][SiH:28]([CH3:29])[CH3:30])[CH2:31][CH2:32][CH:33]21. The product is C[SiH](C)OCC12CCC3C(CC=C4CC(=O)CCC43CC(C)(C)C)C1CCC2=O. Reactants: C[SiH](C)OCC12CCC3C(CCC4=CC(=O)CCC43CC(C)(C)C)C1CCC2=O, CC(C)(C)[O-], CS(C)=O, [Cl-], [K+], [NH4+]. Starting materials: O=C(O)C1c2ccccc2Oc2ccccc21, Cc1ccc(CN)cc1. Reagents/catalysts: CN(C)[P+](N(C)C)(N(C)C)ON1C2=CC=CC=C2N=N1.F[P-](F)(F)(F)(F)F (BOP), CCN(C(C)C)C(C)C (DIPEA). Run in CN(C)C=O (DMF), CN(C)C=O (DMF), CN(C)C=O (DMF), CN(C)C=O (DMF), CN(C)C=O (DMF), CN(C)C=O (DMF). Conditions: temperature 25 celsius, time 2 hour. Yields the product Cc1ccc(CNC(=O)C2c3ccccc3Oc3ccccc32)cc1. Isolated yield 98.9%. As a reaction SMILES: Cc1ccc(CN)cc1.O=C(O)C1c2ccccc2Oc2ccccc21.CN(C)[P+](N(C)C)(N(C)C)ON1C2=CC=CC=C2N=N1.F[P-](F)(F)(F)(F)F.CCN(C(C)C)C(C)C.CN(C)C=O>>Cc1ccc(CNC(=O)C2c3ccccc3Oc3ccccc32)cc1. The reactants are CC(=O)Nc1nc(-c2ccc(CCNC(=O)OC(C)(C)C)cc2)cs1, CCOC(C)=O, Cl. Product: CC(=O)Nc1nc(-c2ccc(CCN)cc2)cs1, Cl. RXN SMILES: [C:1]([CH3:2])(=[O:3])[NH:4][c:5]1[s:6][cH:7][c:8](-[c:10]2[cH:11][cH:12][c:13]([CH2:16][CH2:17][NH:18][C:19](=[O:20])[O:21][C:22]([CH3:23])([CH3:24])[CH3:25])[cH:14][cH:15]2)[n:9]1.[CH3:27][CH2:28][O:29][C:30](=[O:31])[CH3:32].[ClH:26]>>[C:1]([CH3:2])(=[O:3])[NH:4][c:5]1[s:6][cH:7][c:8](-[c:10]2[cH:11][cH:12][c:13]([CH2:16][CH2:17][NH2:18])[cH:14][cH:15]2)[n:9]1.[ClH:26]. Starting materials: pentafluorophenol ester, CC=1C=C(C=C2C=NNC12)CC(C(=O)O)NC(=O)N1CCC(CC1)N1C(NC2=CC=CC=C2C1)=O ((±)-3-(7-methyl-1H-indazol-5-yl)-2-{[4-(2-oxo-1,4-dihydro-2H-quinazolin-3-yl)-piperidine-1-carbonyl]-amino}-propionic acid), C1(CCCCC1)N=C=NC1CCCCC1 (dicyclohexylcarbodiimide), FC1=C(C(=C(C(=C1O)F)F)F)F (pentafluorophenol), C(C)(C)(C)O (tert-butyl alcohol), C(C)(CC)[Li] (sec-butyllithium), C1CCCCC1 (cyclohexane). Run in O1CCCC1 (tetrahydrofuran), CN(C=O)C (dimethylformamide), O1CCCC1 (tetrahydrofuran). Run at time 8 hour. Product: C(C)(C)(C)OC(C(CC=1C=C2C=NNC2=C(C1)C)NC(=O)N1CCC(CC1)N1C(NC2=CC=CC=C2C1)=O)=O ((±)-3-(7-Methyl-1H-indazol-5-yl)-2-{[4-(2-oxo-1,4-dihydro-2H-quinazolin-3-yl)-piperidine-1-carbonyl]-amino}-propionic acid tert-butyl ester). Reaction SMILES: [CH3:1][C:2]1[CH:3]=[C:4]([CH2:11][CH:12]([NH:16][C:17]([N:19]2[CH2:24][CH2:23][CH:22]([N:25]3[CH2:34][C:33]4[C:28](=[CH:29][CH:30]=[CH:31][CH:32]=4)[NH:27][C:26]3=[O:35])[CH2:21][CH2:20]2)=[O:18])[C:13]([OH:15])=[O:14])[CH:5]=[C:6]2[C:10]=1[NH:9][N:8]=[CH:7]2.C1(N=C=NC2CCCCC2)CCCCC1.FC1C(O)=C(F)C(F)=C(F)C=1F.[C:63](O)([CH3:66])([CH3:65])[CH3:64].C([Li])(CC)C.C1CCCCC1>CN(C)C=O.O1CCCC1>[C:63]([O:14][C:13](=[O:15])[CH:12]([NH:16][C:17]([N:19]1[CH2:20][CH2:21][CH:22]([N:25]2[CH2:34][C:33]3[C:28](=[CH:29][CH:30]=[CH:31][CH:32]=3)[NH:27][C:26]2=[O:35])[CH2:23][CH2:24]1)=[O:18])[CH2:11][C:4]1[CH:5]=[C:6]2[C:10](=[C:2]([CH3:1])[CH:3]=1)[NH:9][N:8]=[CH:7]2)([CH3:66])([CH3:65])[CH3:64]. Procedure: A solution of (±)-3-(7-methyl-1H-indazol-5-yl)-2-{[4-(2-oxo-1,4-dihydro-2H-quinazolin-3-yl)-piperidine-1-carbonyl]-amino}-propionic acid (50 mg, 0.105 mmol) and dicyclohexylcarbodiimide (25 mg, 0.12 mmol) in dimethylformamide was stirred for 30 min at room temperature, and then pentafluorophenol (26 mg, 1.3 mmol) was added. Stirring was continued at room temperature overnight, and then the solvent was removed, the residue was dried under high vacuum for 4 h. The crude pentafluorophenyl ester was... The reactants are Cuprous cyanide, BrC1=C(C=CCC2=C(C=CC(=C2)OC)O)C=CC=C1 (2-(o-bromocinnamyl)-4-methoxyphenol), CN1C(CCC1)=O (N-methylpyrrolidinone). Yields the product C(#N)C1=C(C=CCC2=C(C=CC(=C2)OC)O)C=CC=C1 (2-(o-cyanocinnamyl)-4-methoxyphenol). Isolated yield 39.0%. Reaction SMILES: Br[C:2]1[CH:19]=[CH:18][CH:17]=[CH:16][C:3]=1[CH:4]=[CH:5][CH2:6][C:7]1[CH:12]=[C:11]([O:13][CH3:14])[CH:10]=[CH:9][C:8]=1[OH:15].[CH3:20][N:21]1CCCC1=O>>[C:20]([C:2]1[CH:19]=[CH:18][CH:17]=[CH:16][C:3]=1[CH:4]=[CH:5][CH2:6][C:7]1[CH:12]=[C:11]([O:13][CH3:14])[CH:10]=[CH:9][C:8]=1[OH:15])#[N:21]. Procedure details: Cuprous cyanide (1.03 g; 11.5 mM) and 2-(o-bromocinnamyl)-4-methoxyphenol (1.03 g; 3.23 mM) were combined in 12 ml of anhydrous N-methylpyrrolidinone. Nitrogen was bubbled through the resulting suspension for five minutes and it was then heated to 175° under positive nitrogen pressure for 2 hours. The reaction was poured into 50 ml of conc. NH4OH and 50 ml of water. The emulsion was extracted three times with ether and the ether extracts were washed once with water. Drying over magnesium sulfate...